Dataset: the Open Reaction Database (ORD), a public repository of structured organic reaction records. Task: describe an organic reaction: reactants, conditions, products, and yield Starting materials: CC(=O)O, CCn1cc[n+](C)c1, O, O=S(=O)([O-])O. Yields the product CC(=O)[O-], CCn1cc[n+](C)c1. As a reaction SMILES: [CH3:14][C:15]([OH:16])=[O:17].[CH3:6][n+:7]1[cH:8][n:9]([CH2:12][CH3:13])[cH:10][cH:11]1.[OH2:18].[S:1]([O-:2])([OH:3])(=[O:4])=[O:5]>>[CH3:14][C:15](=[O:16])[O-:17].[CH3:6][n+:7]1[cH:8][n:9]([CH2:12][CH3:13])[cH:10][cH:11]1. As a reaction SMILES: [F:1][C:2]1[CH:3]=[C:4]([CH:7]=[CH:8][C:9]=1[C:10]([F:13])([F:12])[F:11])[CH2:5]O.S(Cl)([Cl:16])=O>C(Cl)(Cl)Cl>[F:1][C:2]1[CH:3]=[C:4]([CH:7]=[CH:8][C:9]=1[C:10]([F:13])([F:12])[F:11])[CH2:5][Cl:16]. Yield: 86.1%. Yields the product FC=1C=C(CCl)C=CC1C(F)(F)F (3-fluoro-4-(trifluoromethyl)benzyl chloride). Starting materials: FC=1C=C(CO)C=CC1C(F)(F)F (3-fluoro-4-(trifluoromethyl)benzyl alcohol), S(=O)(Cl)Cl (thionyl chloride). Procedure details: To absolution of 3-fluoro-4-(trifluoromethyl)benzyl alcohol (10 g, 52 mmol) in chloroform (20 ml) was added thionyl chloride (18.5 ml, 257 mmol) and the mixture was heated under ref lux for 4 hrs. The reaction solution was concentrated. The residue was purified by silica gel column chromatography (hexane:ethyl acetate=4:1) to give 3-fluoro-4-(trifluoromethyl)benzyl chloride (9.52 g, 87%). The solvent is C(Cl)(Cl)Cl (chloroform). The reactants are C(C)(C)(C)OC(NC1CCC(CC1)NC(C1=CC(=CC(=C1)O)OC1=CC=C(C=C1)C#N)=O)=O ({4-[3-(4-cyanophenoxy)-5-hydroxy-benzoylamino]cyclohexyl}carbamic acid tert-butyl ester), ClC1=CC=C(C=C1)[N+](=O)[O-] (1-chloro-4-nitro-benzene). Yields the product C(C)(C)(C)OC(NC1CCC(CC1)NC(C1=CC(=CC(=C1)OC1=CC=C(C=C1)[N+](=O)[O-])OC1=CC=C(C=C1)C#N)=O)=O ({4-[3-(4-Cyanophenoxy)-5-(4-nitro phenoxy)benzoylamino]cyclohexyl}-carbamic Acid Tert-butyl Ester). The yield is 67.6%. RXN SMILES: [C:1]([O:5][C:6](=[O:33])[NH:7][CH:8]1[CH2:13][CH2:12][CH:11]([NH:14][C:15](=[O:32])[C:16]2[CH:21]=[C:20]([OH:22])[CH:19]=[C:18]([O:23][C:24]3[CH:29]=[CH:28][C:27]([C:30]#[N:31])=[CH:26][CH:25]=3)[CH:17]=2)[CH2:10][CH2:9]1)([CH3:4])([CH3:3])[CH3:2].Cl[C:35]1[CH:40]=[CH:39][C:38]([N+:41]([O-:43])=[O:42])=[CH:37][CH:36]=1>>[C:1]([O:5][C:6](=[O:33])[NH:7][CH:8]1[CH2:13][CH2:12][CH:11]([NH:14][C:15](=[O:32])[C:16]2[CH:21]=[C:20]([O:22][C:35]3[CH:40]=[CH:39][C:38]([N+:41]([O-:43])=[O:42])=[CH:37][CH:36]=3)[CH:19]=[C:18]([O:23][C:24]3[CH:29]=[CH:28][C:27]([C:30]#[N:31])=[CH:26][CH:25]=3)[CH:17]=2)[CH2:10][CH2:9]1)([CH3:4])([CH3:2])[CH3:3]. Procedure details: Following the procedure of Example 69(b) {4-[3-(4-cyanophenoxy)-5-hydroxy-benzoylamino]cyclohexyl}carbamic acid tert-butyl ester 1.1 g (2.43 mmol) and 1-chloro-4-nitro-benzene (0.765 g, 4.86 mmol) were used to afford 0.94 g of the required product. NMR (DMSO-d6): δ 1.2 (4H, m), 1.40 (9H, s), 1.8 (4H, m), 3.2 (1H, m), 3.7 (1H, m), 6.7 (1H, d), 7.25 (5H, m), 7.55 (2H, m), 7.8 (2H, d), 8.3 (2H, d), 8.4 (1H, d). The reactants are ClC1=CC(=C2C(=N1)CCC2)Cl (2,4-dichloro-6,7-dihydro-5H-cyclopenta[b]pyridine), ClC1=CC=C(S1)B(O)O ((5-chlorothiophen-2-yl)boronic acid). Yields the product ClC1=C2C(=NC(=C1)C=1SC(=CC1)Cl)CCC2 (4-chloro-2-(5-chlorothiophen-2-yl)-6,7-dihydro-5H-cyclopenta[b]pyridine). Isolated yield 14.3%. As a reaction SMILES: Cl[C:2]1[N:7]=[C:6]2[CH2:8][CH2:9][CH2:10][C:5]2=[C:4]([Cl:11])[CH:3]=1.[Cl:12][C:13]1[S:17][C:16](B(O)O)=[CH:15][CH:14]=1>>[Cl:11][C:4]1[CH:3]=[C:2]([C:16]2[S:17][C:13]([Cl:12])=[CH:14][CH:15]=2)[N:7]=[C:6]2[CH2:8][CH2:9][CH2:10][C:5]=12. Procedure: Following general procedure F, 2,4-dichloro-6,7-dihydro-5H-cyclopenta[b]pyridine (0.150 g, 0.80 mmol) was reacted with (5-chlorothiophen-2-yl)boronic acid (0.142 g, 0.88 mmol) to afford the title compound (0.031 g, 14%) as a white solid. MW=270.18. 1H NMR (CDCl3, 500 MHz) δ 7.32 (s, 1H), 7.27 (d, J=4.0 Hz, 1H), 6.89 (d, J=4.0 Hz, 1H), 3.08 (t, J=7.5 Hz, 2H), 2.98 (t, J=7.5 Hz, 2H), 2.16 (quin, J=7.5 Hz, 2H); APCI MS m/z 270 [M+H]+. Starting materials: [Br-], CCC[Mg+], CCCCC(CC(=O)O)c1ccc(OC)cc1OC. Product: CCCC(CC(=O)O)c1ccc(OC)cc1OC. Reaction SMILES: [Br-:20].[CH2:21]([Mg+:22])[CH2:23][CH3:24].[CH3:1][O:2][c:3]1[c:4]([CH:11]([CH2:12][C:13](=[O:14])[OH:15])[CH2:16][CH2:17][CH2:18][CH3:19])[cH:5][cH:6][c:7]([O:9][CH3:10])[cH:8]1>>[CH3:1][O:2][c:3]1[c:4]([CH:11]([CH2:12][C:13](=[O:14])[OH:15])[CH2:16][CH2:17][CH3:18])[cH:5][cH:6][c:7]([O:9][CH3:10])[cH:8]1. The reactants are C(C(C)(C)C)(=O)OCC[C@H]1OC2(O[C@@H]1C1=CC=CC=C1)CCCCC2 (2-((2R,3R)-3-phenyl-1,4-dioxaspiro[4.5]decan-2-yl)ethyl pivalate), C(C(C)(C)C)(=O)OCC[C@H]1OC2(O[C@@H]1C1=CC=CC=C1)CCCC2 (2-((2R,3R)-3-phenyl-1,4-dioxaspiro[4.4]nonan-2-yl)ethyl pivalate). Yields the product C1(=CC=CC=C1)[C@@H]1[C@H](OC2(O1)CCCCC2)CCO (2-((2R,3R)-3-phenyl-1,4-dioxaspiro[4.5]decan-2-yl)ethanol). The yield is 80.0%. As a reaction SMILES: C([O:7][CH2:8][CH2:9][C@@H:10]1[C@@H:14]([C:15]2[CH:20]=[CH:19][CH:18]=[CH:17][CH:16]=2)[O:13][C:12]2([CH2:25][CH2:24][CH2:23][CH2:22][CH2:21]2)[O:11]1)(=O)C(C)(C)C.C(OCC[C@@H]1[C@@H](C2C=CC=CC=2)OC2(CCCC2)O1)(=O)C(C)(C)C>>[C:15]1([C@H:14]2[O:13][C:12]3([CH2:25][CH2:24][CH2:23][CH2:22][CH2:21]3)[O:11][C@@H:10]2[CH2:9][CH2:8][OH:7])[CH:16]=[CH:17][CH:18]=[CH:19][CH:20]=1. Reported procedure: The substantially same method as described in Example 293 was conducted, except that 2-((2R,3R)-3-phenyl-1,4-dioxaspiro[4.5]decan-2-yl)ethyl pivalate (Preparation example 294) was used instead of that 2-((2R,3R)-3-phenyl-1,4-dioxaspiro[4.4]nonan-2-yl)ethyl pivalate (Preparation example 292), to obtain the title compound (1.2 g, 80˜95%) Starting materials: C(C1=CC=CC=C1)Cl (benzyl chloride), CC1(OCC(O1)CO)C (2,2-dimethyl-1,3-dioxolane-4-methanol), CO (methanol), C[O-].[Na+] (sodium methoxide). Run in C1(=CC=CC=C1)C (toluene), C1(=CC=CC=C1)C (toluene). Run at temperature 80 celsius. Product: C(C1=CC=CC=C1)OCC1OC(OC1)(C)C (4-(benzyloxymethyl)-2,2-dimethyl-1,3-dioxolane). As a reaction SMILES: [CH3:1][C:2]1([CH3:9])[O:6][CH:5]([CH2:7][OH:8])[CH2:4][O:3]1.CO.C[O-].[Na+].[CH2:15](Cl)[C:16]1[CH:21]=[CH:20][CH:19]=[CH:18][CH:17]=1>C1(C)C=CC=CC=1>[CH2:15]([O:8][CH2:7][CH:5]1[CH2:4][O:3][C:2]([CH3:9])([CH3:1])[O:6]1)[C:16]1[CH:21]=[CH:20][CH:19]=[CH:18][CH:17]=1 |f:2.3|. Procedure: To a 1000 ml round-bottom flask fitted with a thermometer, a nitrogen-introducing tube, and a stirrer were added 132.2 g (1.0 mol) of 2,2-dimethyl-1,3-dioxolane-4-methanol, 231.4 g (1.2 mol) of a 28% methanol solution of sodium methoxide, and 500 ml of toluene. With introducing nitrogen thereinto, the toluene was refluxed under reduced pressure for 1 hour to remove the methanol by distillation. With maintaining the solution at 80° C., 126.6 g (1.0 mol) of benzyl chloride was added dropwise over ...